This data is from the Open Reaction Database (ORD), a public repository of structured organic reaction records. The task is: describe an organic reaction: reactants, conditions, products, and yield Reactants: CC1C(O[Si](C)(C)C(C)(C)C)C2(CC2)C(=O)N1c1ccc(C#N)c(Cl)c1, O=C([O-])O, C1CCOC1, CO, Cl, [Na+]. Yields the product CC1C(O)C2(CC2)C(=O)N1c1ccc(C#N)c(Cl)c1. As a reaction SMILES: [C:1]([Si:2]([CH3:3])([CH3:4])[O:6][CH:7]1[CH:8]([CH3:24])[N:9]([c:15]2[cH:16][c:17]([Cl:23])[c:18]([C:19]#[N:20])[cH:21][cH:22]2)[C:10](=[O:14])[C:11]12[CH2:12][CH2:13]2)([CH3:5])([CH3:25])[CH3:26].[C:33](=[O:34])([O-:35])[OH:36].[CH2:27]1[O:28][CH2:29][CH2:30][CH2:31]1.[CH3:38][OH:39].[ClH:32].[Na+:37]>>[OH:6][CH:7]1[CH:8]([CH3:24])[N:9]([c:15]2[cH:16][c:17]([Cl:23])[c:18]([C:19]#[N:20])[cH:21][cH:22]2)[C:10](=[O:14])[C:11]12[CH2:12][CH2:13]2. The reactants are Nc1cc2c(cc1[N+](=O)[O-])OCC2, O=N[O-], [Na+], O. Yields the product O=[N+]([O-])c1ccc2c(c1)OCC2. Reaction SMILES: [N+:5](=[O:6])([O-:7])[c:8]1[cH:9][c:10]2[c:11]([cH:15][c:16]1[NH2:17])[CH2:12][CH2:13][O:14]2.[N:1]([O-:2])=[O:3].[Na+:4].[OH2:18]>>[N+:5](=[O:6])([O-:7])[c:8]1[cH:9][c:10]2[c:11]([cH:15][cH:16]1)[CH2:12][CH2:13][O:14]2. The solvent is CN(C)C=O (DMF), O (water). As a reaction SMILES: [F:1][C:2]1[CH:7]=[C:6]([C:8]2[S:9][CH:10]=[CH:11][N:12]=2)[N:5]=[C:4]([OH:13])[CH:3]=1.[C:14]([O-])([O-])=O.[K+].[K+].IC>CN(C=O)C.O>[F:1][C:2]1[CH:3]=[C:4]([O:13][CH3:14])[N:5]=[C:6]([C:8]2[S:9][CH:10]=[CH:11][N:12]=2)[CH:7]=1 |f:1.2.3|. Reaction conditions: time 2 hour. The yield is 81.9%. Reported procedure: To a 2 dram vial equipped with a stir bar was added 4-fluoro-6-(thiazol-2-yl)pyridin-2-ol (35 mg, 0.18 mmol) as a solution in DMF (1 mL). To the vial was added K2CO3 (49 mg, 0.36 mmol), then iodomethane (25 μL, 0.40 mmol). The vial was capped with a PTFE-lined cap and then placed in a 40° C. heating block with stirring for 2 h. The reaction mixture was transfered to a 125 mL separatory funnel and was diluted with water (25 mL). The mixture was extracted with CH2Cl2 (2×25 mL). The combined organi... Product: FC1=CC(=NC(=C1)OC)C=1SC=CN1 (2-(4-fluoro-6-methoxypyridin-2-yl)thiazole). The reactants are C(=O)([O-])[O-].[K+].[K+] (K2CO3), PTFE, FC1=CC(=NC(=C1)C=1SC=CN1)O (4-fluoro-6-(thiazol-2-yl)pyridin-2-ol), IC (iodomethane). Reactants: Cl.C(C)OC(CN)=O (Glycine ethyl ester hydrochloride), Cl.C(C)N=C=NCCCN(C)C (1-ethyl-3-(3-dimethylaminopropyl)carbodiimide hydrochloride), ON1N=NC2=C1N=CC=C2 (1-hydroxy-7-azabenzotriazole), N1=C(C=CC=C1C)C (2,6-lutidine), BrC=1N(C(=NN1)SCC(=O)O)C1=CC=C(C2=CC=CC=C12)C1CC1 (2-(5-bromo-4-(4-cyclopropylnaphthalen-1-yl)-4H-1,2,4-triazol-3-ylthio)acetic acid). The solvent is ClCCl (dichloromethane). Reaction conditions: time 18 hour. Yields the product BrC=1N(C(=NN1)SCC(=O)NCC(=O)O)C1=CC=C(C2=CC=CC=C12)C1CC1 (2-(2-(5-bromo-4-(4-cyclopropylnaphthalen-1-yl)-4H-1,2,4-triazol-3-ylthio)acetamido)acetic acid). RXN SMILES: Cl.C([O:4][C:5](=[O:8])[CH2:6][NH2:7])C.Cl.C(N=C=NCCCN(C)C)C.ON1C2N=CC=CC=2N=N1.N1C(C)=CC=CC=1C.[Br:39][C:40]1[N:41]([C:50]2[C:59]3[C:54](=[CH:55][CH:56]=[CH:57][CH:58]=3)[C:53]([CH:60]3[CH2:62][CH2:61]3)=[CH:52][CH:51]=2)[C:42]([S:45][CH2:46][C:47](O)=[O:48])=[N:43][N:44]=1>ClCCl>[Br:39][C:40]1[N:41]([C:50]2[C:59]3[C:54](=[CH:55][CH:56]=[CH:57][CH:58]=3)[C:53]([CH:60]3[CH2:62][CH2:61]3)=[CH:52][CH:51]=2)[C:42]([S:45][CH2:46][C:47]([NH:7][CH2:6][C:5]([OH:4])=[O:8])=[O:48])=[N:43][N:44]=1 |f:0.1,2.3|. Procedure: Glycine ethyl ester hydrochloride (0.21 g, 1.48 mmol), 1-ethyl-3-(3-dimethylaminopropyl)carbodiimide hydrochloride (0.36 g, 1.86 mmol), 1-hydroxy-7-azabenzotriazole (0.25 g, 1.86 mmol) and 2,6-lutidine (0.43 mL, 3.71 mmol, 3.0) are added to a solution of 2-(5-bromo-4-(4-cyclopropylnaphthalen-1-yl)-4H-1,2,4-triazol-3-ylthio)acetic acid (0.5 g, 1.24 mmol) in dichloromethane (6.18 mL), and the mixture is stirred at room temperature for 18 hours. Purification by SGC (0-100% EtOAc/Hexanes) affords 2-... Starting materials: C(C)(C)(C)OC(=O)C=1C=C(N2C=CC=CC12)C(=O)OCC1=CC=CC=C1 (indolizine-1,3-dicarboxylic acid 3-benzyl ester 1-tert-butyl ester), C(=O)(C(F)(F)F)O (TFA). Solvent: C(Cl)Cl (CH2Cl2). Product: C(C1=CC=CC=C1)OC(=O)C1=CC(=C2C=CC=CN12)C(=O)O (Indolizine-1,3-dicarboxylic acid 3-benzyl ester). Reaction SMILES: C([O:5][C:6]([C:8]1[CH:9]=[C:10]([C:17]([O:19][CH2:20][C:21]2[CH:26]=[CH:25][CH:24]=[CH:23][CH:22]=2)=[O:18])[N:11]2[C:16]=1[CH:15]=[CH:14][CH:13]=[CH:12]2)=[O:7])(C)(C)C.C(O)(C(F)(F)F)=O>C(Cl)Cl>[CH2:20]([O:19][C:17]([C:10]1[N:11]2[C:16]([CH:15]=[CH:14][CH:13]=[CH:12]2)=[C:8]([C:6]([OH:7])=[O:5])[CH:9]=1)=[O:18])[C:21]1[CH:22]=[CH:23][CH:24]=[CH:25][CH:26]=1. Procedure: A solution of indolizine-1,3-dicarboxylic acid 3-benzyl ester 1-tert-butyl ester (400 mg, 1.14 mmol) and TFA (872 μl, 11.4 mmol) in CH2Cl2 (10 mL) was stirred at RT overnight. The reaction mixture was concentrated and the crude solid was taken-up in a mixture of MeOH and CH2Cl2, the precipitate was filtered-off and washed with a minimum of MeOH to give the desired compound as a white powder. The filtrate was concentrated and purified by flash column chromatography on silica gel (CH2Cl2 to CH2Cl2... Reactants: C(=O)(O)C=1C=CC=C2C3=C(NC12)CN(C=C3)CC(=O)NC(C(C(F)(F)F)O)C(C)C (2-(8-Carboxy-1,2-dihydropyrido[3,4-b]indol-2-yl)-N-(3,3,3-trifluoro-2-hydroxy-1-isopropylpropyl)acetamide), C(C)OC(=O)C=1C=CC=C2C3=C(NC12)CN(C=C3)CC(=O)NC(C(C(F)(F)F)O)C(C)C (2-(8-Ethoxycarbonyl-1,2-dihydropyrido[3,4-b]indol-2-yl)-N-(3,3,3-trifluoro-2-hydroxy-1-isopropylpropyl)acetamide). Yields the product C(N)(=O)C=1C=CC=C2C3=C(NC12)CN(C=C3)CC(=O)NC(C(C(F)(F)F)=O)C(C)C (2-(8-Carbamoyl-1,2-dihydropyrido[3,4-b]indol-2-yl)-N-(3,3,3-trifluoro-1-isopropyl-2-oxopropyl)acetamide). RXN SMILES: [C:1]([C:4]1[CH:5]=[CH:6][CH:7]=[C:8]2[C:12]=1[NH:11][C:10]1[CH2:13][N:14]([CH2:17][C:18]([NH:20][CH:21]([CH:28]([CH3:30])[CH3:29])[CH:22]([OH:27])[C:23]([F:26])([F:25])[F:24])=[O:19])[CH:15]=[CH:16][C:9]2=1)([OH:3])=O.C(OC(C1C=CC=C2C=1[NH:43]C1CN(CC(NC(C(C)C)C(O)C(F)(F)F)=O)C=CC2=1)=O)C>>[C:1]([C:4]1[CH:5]=[CH:6][CH:7]=[C:8]2[C:12]=1[NH:11][C:10]1[CH2:13][N:14]([CH2:17][C:18]([NH:20][CH:21]([CH:28]([CH3:29])[CH3:30])[C:22](=[O:27])[C:23]([F:26])([F:25])[F:24])=[O:19])[CH:15]=[CH:16][C:9]2=1)(=[O:3])[NH2:43]. Reported procedure: 2-(8-Carboxy-1,2-dihydropyrido[3,4-b]indol-2-yl)-N-(3,3,3-trifluoro-2-hydroxy-1-isopropylpropyl)acetamide. 2-(8-Ethoxycarbonyl-1,2-dihydropyrido[3,4-b]indol-2-yl)-N-(3,3,3-trifluoro-2-hydroxy-1-isopropylpropyl)acetamide was subjected to a hydrolysis procedure similar to that outlined in Example 3 to give the title compound as a white solid; Starting materials: CC(C)(C)OC(=O)N1C2CC(CC2OCC(O)CO)C1C(=O)N1CCCC1C#N, CO, CCOC(C)=O, O. Product: CC(C)(C)OC(=O)N1C2CC(CC2OCC=O)C1C(=O)N1CCCC1C#N. Reaction SMILES: [C:1](#[N:2])[CH:3]1[N:4]([C:8](=[O:9])[CH:10]2[N:11]([C:23](=[O:24])[O:25][C:26]([CH3:27])([CH3:28])[CH3:29])[CH:12]3[CH:13]([O:17][CH2:18][CH:19]([CH2:20][OH:21])[OH:22])[CH2:14][CH:15]2[CH2:16]3)[CH2:5][CH2:6][CH2:7]1.[CH3:30][OH:31].[CH3:33][CH2:34][O:35][C:36](=[O:37])[CH3:38].[OH2:32]>>[C:1](#[N:2])[CH:3]1[N:4]([C:8](=[O:9])[CH:10]2[N:11]([C:23](=[O:24])[O:25][C:26]([CH3:27])([CH3:28])[CH3:29])[CH:12]3[CH:13]([O:17][CH2:18][CH:19]=[O:22])[CH2:14][CH:15]2[CH2:16]3)[CH2:5][CH2:6][CH2:7]1. Reactants: OC1=CC=C2CCC(NC2=C1)=O (7-hydroxy-3,4-dihydroquinolin-2(1H)-one), BrCC1CCC(CC1)CBr (1,4-bis(bromomethyl)cyclohexane), C(=O)([O-])[O-].[K+].[K+] (K2CO3). The solvent is CCO (EtOH), O (water). The product is BrCC1CCC(CC1)COC1=CC=C2CCC(NC2=C1)=O (7-((4-(bromomethyl)cyclohexyl)methoxy)-3,4-dihydroquinolin-2(1H)-one). The yield is 30.8%. As a reaction SMILES: [OH:1][C:2]1[CH:11]=[C:10]2[C:5]([CH2:6][CH2:7][C:8](=[O:12])[NH:9]2)=[CH:4][CH:3]=1.[Br:13][CH2:14][CH:15]1[CH2:20][CH2:19][CH:18]([CH2:21]Br)[CH2:17][CH2:16]1.C([O-])([O-])=O.[K+].[K+]>CCO.O>[Br:13][CH2:14][CH:15]1[CH2:20][CH2:19][CH:18]([CH2:21][O:1][C:2]2[CH:11]=[C:10]3[C:5]([CH2:6][CH2:7][C:8](=[O:12])[NH:9]3)=[CH:4][CH:3]=2)[CH2:17][CH2:16]1 |f:2.3.4|. Procedure: A mixture of 7-hydroxy-3,4-dihydroquinolin-2(1H)-one (196 mg, 1.2 mmol), 1,4-bis(bromomethyl)cyclohexane (972 mg, 3.6 mmol) and anhydrous K2CO3 (166 mg, 1.2 mmol) was dissolved in EtOH and the solution was heated to reflux overnight. The solution was diluted with water and extracted with EtOAc. The combined organic layers were washed with saturated aq NaHCO3, brine, dried over anhydrous Na2SO4, concentrated in vacuo and purified by flash chromatography on silica gel column to give 7-((4-(bromome...